This data is from the Open Reaction Database (ORD), a public repository of structured organic reaction records. The task is: describe an organic reaction: reactants, conditions, products, and yield Reactants: BrC=1C(=NC(=CC1)N)N (3-bromopyridine-2,6-diamine), ClC1=C(C=CC=C1Cl)B(O)O (2,3-dichlorophenyl boronic acid), C([O-])([O-])=O.[K+].[K+] (potassium carbonate), ClC1=C(C=CC=C1Cl)B(O)O (2,3-dichlorophenyl boronic acid). Reagents/catalysts: C1(=CC=CC=C1)P(C1=CC=CC=C1)C1=CC=CC=C1.C1(=CC=CC=C1)P(C1=CC=CC=C1)C1=CC=CC=C1.C1(=CC=CC=C1)P(C1=CC=CC=C1)C1=CC=CC=C1.C1(=CC=CC=C1)P(C1=CC=CC=C1)C1=CC=CC=C1.[Pd] (palladium tetrakis(triphenylphosphine)), C1(=CC=CC=C1)P(C1=CC=CC=C1)C1=CC=CC=C1.C1(=CC=CC=C1)P(C1=CC=CC=C1)C1=CC=CC=C1.C1(=CC=CC=C1)P(C1=CC=CC=C1)C1=CC=CC=C1.C1(=CC=CC=C1)P(C1=CC=CC=C1)C1=CC=CC=C1.[Pd] (palladium tetrakis(triphenylphosphine)). Solvent: O1CCOCC1 (1,4-dioxane), O (water). Reaction conditions: temperature 80 celsius. Yields the product ClC1=C(C=CC=C1Cl)C=1C(=NC(=CC1)N)N (3-(2,3-Dichlorophenyl)pyridine-2,6-diamine). Yield: 35.4%. As a reaction SMILES: Br[C:2]1[C:3]([NH2:9])=[N:4][C:5]([NH2:8])=[CH:6][CH:7]=1.[Cl:10][C:11]1[C:16]([Cl:17])=[CH:15][CH:14]=[CH:13][C:12]=1B(O)O.C(=O)([O-])[O-].[K+].[K+]>O1CCOCC1.O.C1(P(C2C=CC=CC=2)C2C=CC=CC=2)C=CC=CC=1.C1(P(C2C=CC=CC=2)C2C=CC=CC=2)C=CC=CC=1.C1(P(C2C=CC=CC=2)C2C=CC=CC=2)C=CC=CC=1.C1(P(C2C=CC=CC=2)C2C=CC=CC=2)C=CC=CC=1.[Pd]>[Cl:10][C:11]1[C:16]([Cl:17])=[CH:15][CH:14]=[CH:13][C:12]=1[C:2]1[C:3]([NH2:9])=[N:4][C:5]([NH2:8])=[CH:6][CH:7]=1 |f:2.3.4,7.8.9.10.11|. Reported procedure: To a suspension of 3-bromopyridine-2,6-diamine (0.376 g, 2.00 mmol) in 1,4-dioxane (12 ml) and water (6 ml) was added 2,3-dichlorophenyl boronic acid (0.573 g, 3.00 mmol), potassium carbonate (0.552 g, 4.00 mmol) and palladium tetrakis(triphenylphosphine) (0.115 g, 0.01 mmol). The reaction was purged with nitrogen and heated at 80° C. for 18 hours. Further palladium tetrakis(triphenylphosphine) (0.115 g, 0.01 mmol) and 2,3-dichlorophenyl boronic acid (0.573 g, 3.00 mmol) were added and the react... Reactants: [H-].[Na+] (NaH), CC=1C=CC=C2C=3C(CCCC3NC12)=O (8-Methyl-1,2,3,9-tetrahydro-4H-carbazol-4-one), CCCCC (pentane), FC1=CC=C(CBr)C=C1 (p-fluorobenzyl bromide), FC1=CC=C(CBr)C=C1 (p-fluorobenzyl bromide). Solvent: CN(C)C=O (DMF). Reaction conditions: time 30 minute. Yields the product FC1=CC=C(CN2C3=C(C=CC=C3C=3C(CCCC23)=O)C)C=C1 (9-(4-Fluorobenzyl)-8-methyl-1,2,3,9-tetrahydro-4H-carbazol-4-one). Isolated yield 33.6%. RXN SMILES: [CH3:1][C:2]1[CH:3]=[CH:4][CH:5]=[C:6]2[C:14]=1[NH:13][C:12]1[CH2:11][CH2:10][CH2:9][C:8](=[O:15])[C:7]2=1.CCCCC.[H-].[Na+].[F:23][C:24]1[CH:31]=[CH:30][C:27]([CH2:28]Br)=[CH:26][CH:25]=1>CN(C=O)C>[F:23][C:24]1[CH:31]=[CH:30][C:27]([CH2:28][N:13]2[C:12]3[CH2:11][CH2:10][CH2:9][C:8](=[O:15])[C:7]=3[C:6]3[C:14]2=[C:2]([CH3:1])[CH:3]=[CH:4][CH:5]=3)=[CH:26][CH:25]=1 |f:2.3|. Procedure details: 8-Methyl-1,2,3,9-tetrahydro-4H-carbazol-4-one (0.1967 g, 0.99 mmol) is added to a slurry of pentane-washed NaH (0.0449 g, 0.0011 mol) in DMF (2 mL). After stirring for 30 min, p-fluorobenzyl bromide (0.15 mL, 0.0012 mol) is added. Starting material is still present after 3 h, so additional p-fluorobenzyl bromide (0.015 mL, 0.12 mmol) is added and the mixture is stirred overnight. The mixture is then partitioned between aq. sodium bicarbonate and ethyl acetate and the organic layer is dried over ... The reactants are CC(C)(C)[O-].[K+].C1CCOC1 (KOtBu THF), C(C)(=O)O (acetic acid), [N+](=O)([O-])C1=CC=CC=C1 (nitrobenzene), ClCS(=O)(=O)C1=CC=CC=C1 (chloromethylphenylsulfone). Run in O (water), C1CCOC1 (THF). Conditions: temperature -30 celsius. Yields the product resultant residue, C1(=CC=CC=C1)S(=O)(=O)CC1=C(C=CC=C1)[N+](=O)[O-] (2-(Phenylsulfonylmethyl)-1-nitrobenzene). Yield: 81.0%. RXN SMILES: [N+:1]([C:4]1[CH:9]=[CH:8][CH:7]=[CH:6][CH:5]=1)([O-:3])=[O:2].Cl[CH2:11][S:12]([C:15]1[CH:20]=[CH:19][CH:18]=[CH:17][CH:16]=1)(=[O:14])=[O:13].CC([O-])(C)C.[K+].C1COCC1.C(O)(=O)C>C1COCC1.O>[C:15]1([S:12]([CH2:11][C:5]2[CH:6]=[CH:7][CH:8]=[CH:9][C:4]=2[N+:1]([O-:3])=[O:2])(=[O:14])=[O:13])[CH:20]=[CH:19][CH:18]=[CH:17][CH:16]=1 |f:2.3.4|. Procedure details: A solution of nitrobenzene (3.08 g, 25.0 mmol) and chloromethylphenylsulfone (4.76 g, 25.0 mmol) in dry THF is cooled to −50° C. and treated with 1.0M KOtBu/THF (55.0 mL, 55.0 mmol). The reaction is allowed to warm to −30° C. over 1 h, treated with glacial acetic acid (3.6 mL), warmed to 20° C., treated with water and extracted with CH2Cl2. The combined extracts are dried over MgSO4 and concentrated in vacuo. Chromatography (1:1 ethyl acetate:hexanes) of the resultant residue give the title prod... Starting materials: O (water), solution, C([O-])([O-])=O.[K+].[K+] (potassium carbonate), CC=1C=C(OC=2C(=C(NC(C2I)=O)C)C=O)C=C(C1)C (4-(3,5-dimethylphenoxy)-1,6-dihydro-5-iodo-2-methyl-6-oxo-3-pyridinecarboxaldehyde), [BH4-].[Na+] (NaBH4). Solvent: CO (methanol). Reaction conditions: time 1 hour. The product is CC=1C=C(OC2=C(C(NC(=C2CO)C)=O)I)C=C(C1)C (4-(3,5-dimethylphenoxy)-5-(hydroxymethyl)-3-iodo-6-methyl-2(1H)-pyridinone). Yield: 97.9%. As a reaction SMILES: [CH3:1][C:2]1[CH:3]=[C:4]([CH:17]=[C:18]([CH3:20])[CH:19]=1)[O:5][C:6]1[C:7]([CH:15]=[O:16])=[C:8]([CH3:14])[NH:9][C:10](=[O:13])[C:11]=1[I:12].[BH4-].[Na+].O.C(=O)([O-])[O-].[K+].[K+]>CO>[CH3:20][C:18]1[CH:17]=[C:4]([CH:3]=[C:2]([CH3:1])[CH:19]=1)[O:5][C:6]1[C:7]([CH2:15][OH:16])=[C:8]([CH3:14])[NH:9][C:10](=[O:13])[C:11]=1[I:12] |f:1.2,4.5.6|. Reported procedure: To a stirred solution of compound 269 (500 mg; 1.3 mmol) in methanol (50 ml) was added NaBH4 (350 mg; 9.2 mmol) in small portions for a period of 10 min. After 1 hour on stirring at room temperature, water (20 ml) and a solution 10% potassium carbonate (30 ml) were added. The mixture was extracted with ethyl acetate (3×60 ml) and the organic layer was washed with brine, dried over magnesium sulfate and the solvent was removed under reduced pressure giving colorless microcrystals which correspond... The reactants are CC1=C(CO)C(=CC=C1)C (2,6-dimethylbenzyl alcohol), C(C)(=O)OC(C)=O (acetic anhydride). The reagents and catalysts are CN(C1=CC=NC=C1)C (4-dimethylaminopyridine). Run at temperature 70 celsius, time 5 hour. The product is C(C)(=O)OCC1=C(C=CC=C1C)C (2,6-dimethylbenzyl acetate). Reaction SMILES: [CH3:1][C:2]1[CH:9]=[CH:8][CH:7]=[C:6]([CH3:10])[C:3]=1[CH2:4][OH:5].[C:11](OC(=O)C)(=[O:13])[CH3:12]>CN(C)C1C=CN=CC=1>[C:11]([O:5][CH2:4][C:3]1[C:6]([CH3:10])=[CH:7][CH:8]=[CH:9][C:2]=1[CH3:1])(=[O:13])[CH3:12]. Procedure details: A mixture of 2,6-dimethylbenzyl alcohol (17.1 g) and acetic anhydride (14.2 ml) was stirred at 70° C. for 5 hours during which time to the mixture was added 4-dimethylaminopyridine (17 mg). After cooling, the reaction mixture was evaporated in vacuo. The residue was dissolved in ethyl acetate, and the solution was washed with water twice. The organic layer was dried over magnesium sulfate and evaporated in vacuo to give 2,6-dimethylbenzyl acetate (22.50 g) as colorless oil. The reactants are O=C(Cl)c1ccc(Cl)c(Br)c1, COC(=O)CCCc1ccccc1N, CCN(C(C)C)C(C)C, ClCCl. Product: COC(=O)CCCc1ccccc1NC(=O)c1ccc(Cl)c(Br)c1. As a reaction SMILES: [Br:1][c:2]1[cH:3][c:4]([C:5](=[O:6])[Cl:7])[cH:8][cH:9][c:10]1[Cl:11].[CH3:12][O:13][C:14]([CH2:15][CH2:16][CH2:17][c:18]1[c:19]([NH2:24])[cH:20][cH:21][cH:22][cH:23]1)=[O:25].[CH:26]([N:27]([CH:28]([CH3:29])[CH3:30])[CH2:31][CH3:32])([CH3:33])[CH3:34].[Cl:35][CH2:36][Cl:37]>>[Br:1][c:2]1[cH:3][c:4]([C:5](=[O:6])[NH:24][c:19]2[c:18]([CH2:17][CH2:16][CH2:15][C:14]([O:13][CH3:12])=[O:25])[cH:23][cH:22][cH:21][cH:20]2)[cH:8][cH:9][c:10]1[Cl:11].